The task is: describe an organic reaction: reactants, conditions, products, and yield. This data is from the Open Reaction Database (ORD), a public repository of structured organic reaction records. Reactants: O=C1C=C(C(=O)C=2C=CC=CC12)C, O=C(O)CC1CC1. The reagents and catalysts are O=S(=O)(O)OOS(=O)(=O)O.N. Solvent: O, O=S(C)C. Conditions: temperature 40 celsius, time 16 hour. The product is O=C1C=2C=CC=CC2C(=O)C(=C1C)CCC=C. The yield is 29.0%. The yield is 54.0%. Run at temperature 60 celsius. Reactants: COC(C(=CC(N(C)CC1=CC(=C(C=C1)Cl)Cl)=O)O)=O (3-[(3,4-dichlorobenzyl)-methyl-carbamoyl]-2-hydroxy-acrylic acid methyl ester), CN (methylamine), O1CCCC1 (tetrahydrofuran), C=O (paraformaldehyde). Run in C(C)O (ethanol), C(C)O (ethanol). Yields the product ClC=1C=C(CN(C(=O)C=2CN(C(C2O)=O)C)C)C=CC1Cl (4-Hydroxy-1-methyl-5-oxo-2,5-dihydro-1H-pyrrole-3-carboxylic acid (3,4-dichloro-benzyl)-methyl amide). RXN SMILES: [CH3:1][NH2:2].O1CCCC1.[CH2:8]=O.CO[C:12](=[O:29])[C:13]([OH:28])=[CH:14][C:15](=[O:27])[N:16]([CH2:18][C:19]1[CH:24]=[CH:23][C:22]([Cl:25])=[C:21]([Cl:26])[CH:20]=1)[CH3:17]>C(O)C>[Cl:26][C:21]1[CH:20]=[C:19]([CH:24]=[CH:23][C:22]=1[Cl:25])[CH2:18][N:16]([CH3:17])[C:15]([C:14]1[CH2:1][N:2]([CH3:8])[C:12](=[O:29])[C:13]=1[OH:28])=[O:27]. Procedure: A solution of 2 M methylamine in tetrahydrofuran (0.5 ml, 1.0 mmol) was added to a mixture of paraformaldehyde (0.3 g, 1.0 mmol, equivalent of formaldehyde) in anhydrous ethanol (1 ml) and the resulting mixture was heated at 60° C. for 5 min. Then a solution of 3-[(3,4-dichlorobenzyl)-methyl-carbamoyl]-2-hydroxy-acrylic acid methyl ester (0.318 g, 1.0 mmol) in ethanol (3 ml) was added all at once and the resulting mixture was maintained at 60° C. for another 20 min. The reaction mixture was then... Starting materials: CCOC(=O)CC(CCCN1C(=O)C(NCc2ccc3c(n2)NCCC3)CC1C)c1cnc(C)nc1, [Li+], C1CCOC1, [OH-], O, O. Yields the product Cc1ncc(C(CCCN2C(=O)C(NCc3ccc4c(n3)NCCC4)CC2C)CC(=O)O)cn1. RXN SMILES: [CH2:1]([CH3:2])[O:3][C:4]([CH2:5][CH:6]([CH2:7][CH2:8][CH2:9][N:10]1[C:11](=[O:28])[CH:12]([NH:16][CH2:17][c:18]2[n:19][c:20]3[c:25]([cH:26][cH:27]2)[CH2:24][CH2:23][CH2:22][NH:21]3)[CH2:13][CH:14]1[CH3:15])[c:29]1[cH:30][n:31][c:32]([CH3:35])[n:33][cH:34]1)=[O:36].[Li+:39].[O:40]1[CH2:41][CH2:42][CH2:43][CH2:44]1.[OH-:38].[OH2:37].[OH2:45]>>[O:3]=[C:4]([CH2:5][CH:6]([CH2:7][CH2:8][CH2:9][N:10]1[C:11](=[O:28])[CH:12]([NH:16][CH2:17][c:18]2[n:19][c:20]3[c:25]([cH:26][cH:27]2)[CH2:24][CH2:23][CH2:22][NH:21]3)[CH2:13][CH:14]1[CH3:15])[c:29]1[cH:30][n:31][c:32]([CH3:35])[n:33][cH:34]1)[OH:36]. The reactants are CCCCN1C(=CC(=O)c2cc(Cl)ccc2OC)SC(C(C)(O[Si](C)(C)C)C(F)(F)F)=C1C, CCCC[N+](CCCC)(CCCC)CCCC, C1CCOC1, [F-]. The product is CCCCN1C(=CC(=O)c2cc(Cl)ccc2OC)SC(C(C)(O)C(F)(F)F)=C1C. Reaction SMILES: [CH2:1]([CH2:2][CH2:3][CH3:4])[N:5]1[C:6](=[CH:22][C:23](=[O:24])[c:25]2[c:26]([O:32][CH3:33])[cH:27][cH:28][c:29]([Cl:31])[cH:30]2)[S:7][C:8]([C:11]([C:12]([F:13])([F:14])[F:15])([CH3:16])[O:17][Si:18]([CH3:19])([CH3:20])[CH3:21])=[C:9]1[CH3:10].[CH2:35]([N+:36]([CH2:37][CH2:38][CH2:39][CH3:40])([CH2:41][CH2:42][CH2:43][CH3:44])[CH2:45][CH2:46][CH2:47][CH3:48])[CH2:49][CH2:50][CH3:51].[CH2:52]1[O:53][CH2:54][CH2:55][CH2:56]1.[F-:34]>>[CH2:1]([CH2:2][CH2:3][CH3:4])[N:5]1[C:6](=[CH:22][C:23](=[O:24])[c:25]2[c:26]([O:32][CH3:33])[cH:27][cH:28][c:29]([Cl:31])[cH:30]2)[S:7][C:8]([C:11]([C:12]([F:13])([F:14])[F:15])([CH3:16])[OH:17])=[C:9]1[CH3:10]. Starting materials: BrC(Br)(Br)Br, ClCCl, OCc1ccc(-c2ccc(F)c(F)c2)cc1, c1ccc(P(c2ccccc2)c2ccccc2)cc1. Yields the product Fc1ccc(-c2ccc(CBr)cc2)cc1F. RXN SMILES: [C:36]([Br:37])([Br:38])([Br:39])[Br:40].[Cl:41][CH2:42][Cl:43].[F:1][c:2]1[cH:3][c:4](-[c:9]2[cH:10][cH:11][c:12]([CH2:13][OH:14])[cH:15][cH:16]2)[cH:5][cH:6][c:7]1[F:8].[c:17]1([P:18]([c:19]2[cH:20][cH:21][cH:22][cH:23][cH:24]2)[c:25]2[cH:26][cH:27][cH:28][cH:29][cH:30]2)[cH:31][cH:32][cH:33][cH:34][cH:35]1>>[F:1][c:2]1[cH:3][c:4](-[c:9]2[cH:10][cH:11][c:12]([CH2:13][Br:37])[cH:15][cH:16]2)[cH:5][cH:6][c:7]1[F:8].